The task is: describe an organic reaction: reactants, conditions, products, and yield. This data is from the Open Reaction Database (ORD), a public repository of structured organic reaction records. The reactants are C(C)(C)(C)OC(=O)N1CCN(CC1)C1=NC(=NC(=C1Cl)Cl)NC (4-(5,6-dichloro-2-methylamino-pyrimidin-4-yl)-piperazine-1-carboxylic acid tert-butyl ester), Cl (hydrochloric acid). The solvent is C(C)OC(C)=O (ethylacetate). The product is Cl.Cl.ClC1=NC(=NC(=C1Cl)N1CCNCC1)NC ((4,5-Dichloro-6-piperazin-1-yl-pyrimidin-2-yl)-methyl-amine dihydrochloride). Isolated yield 100.0%. As a reaction SMILES: C(OC([N:8]1[CH2:13][CH2:12][N:11]([C:14]2[C:19]([Cl:20])=[C:18]([Cl:21])[N:17]=[C:16]([NH:22][CH3:23])[N:15]=2)[CH2:10][CH2:9]1)=O)(C)(C)C.[ClH:24]>C(OC(=O)C)C>[ClH:20].[ClH:24].[Cl:21][C:18]1[C:19]([Cl:20])=[C:14]([N:11]2[CH2:12][CH2:13][NH:8][CH2:9][CH2:10]2)[N:15]=[C:16]([NH:22][CH3:23])[N:17]=1 |f:3.4.5|. Procedure: 2.6 g (7.2 mmol) 4-(5,6-dichloro-2-methylamino-pyrimidin-4-yl)-piperazine-1-carboxylic acid tert-butyl ester was deprotected at 10° C. using 100 ml ethylacetate saturated with gaseous hydrochloric acid. After 4 hours the precipitate was filtered giving the title compound (2.4 g, 100%), melting at 204-209° C.